This data is from the Open Reaction Database (ORD), a public repository of structured organic reaction records. The task is: describe an organic reaction: reactants, conditions, products, and yield Reactants: C(C)(C)[N-]C(C)C.[Li+] (lithium diisopropylamide), O (water), CN1CCN(CC1)C=1CC(=NC2=C(N1)C=CC=C2)N2CCN(CC2)C (2,4-bis(4-methyl-1-piperazinyl)-3H-[1,5]benzodiazepine), C(CC)=O (Propionaldehyde). Solvent: O1CCCC1 (tetrahydrofuran), C(Cl)(Cl)Cl (chloroform). Reaction conditions: temperature -30 celsius. Product: CN1CCN(CC1)C=1C(C(=NC2=C(N1)C=CC=C2)N2CCN(CC2)C)C(CC)O (1-[2,4-bis(4-methyl-1-piperazinyl)-3H-[1,5]benzodiazepin-3-yl]-1-propanol). Isolated yield 92.0%. RXN SMILES: [CH3:1][N:2]1[CH2:7][CH2:6][N:5]([C:8]2[CH2:9][C:10]([N:19]3[CH2:24][CH2:23][N:22]([CH3:25])[CH2:21][CH2:20]3)=[N:11][C:12]3[CH:18]=[CH:17][CH:16]=[CH:15][C:13]=3[N:14]=2)[CH2:4][CH2:3]1.C([N-]C(C)C)(C)C.[Li+].[CH:34](=[O:37])[CH2:35][CH3:36].O>O1CCCC1.C(Cl)(Cl)Cl>[CH3:1][N:2]1[CH2:3][CH2:4][N:5]([C:8]2[CH:9]([CH:34]([OH:37])[CH2:35][CH3:36])[C:10]([N:19]3[CH2:20][CH2:21][N:22]([CH3:25])[CH2:23][CH2:24]3)=[N:11][C:12]3[CH:18]=[CH:17][CH:16]=[CH:15][C:13]=3[N:14]=2)[CH2:6][CH2:7]1 |f:1.2|. Procedure: A suspension of 2,4-bis(4-methyl-1-piperazinyl)-3H-[1,5]benzodiazepine (17.024 g, 50 mmol) in tetrahydrofuran (200 ml) under constant flow of argon was cooled to −30° C. A solution of lithium diisopropylamide (LDA) (2 M, 37.5 ml, 75 mmol) was added dropwise. Thus obtained dark brown suspension was allowed to warm to −5° C., and then again cooled to −30° C. Propionaldehyde (5.50 ml, 75 mmol) was added during 5 min. The resulting pale brown suspension was allowed to warm to 10° C., while strongly ... Reactants: C(C)S(=O)(=O)Cl (Ethanesulfonyl chloride), CNC(OC1=CC(=C(C=C1)N)C)=O (3-methyl-4-aminophenyl N-methylcarbamate), N1=CC=CC=C1 (pyridine). The solvent is O (water). Conditions: time 1 hour. Product: CNC(OC1=CC(=C(C=C1)NS(=O)(=O)CC)C)=O (3-methyl-4-(ethanesulfonamido)phenyl N-methylcarbamate). As a reaction SMILES: [CH2:1]([S:3](Cl)(=[O:5])=[O:4])[CH3:2].[CH3:7][NH:8][C:9](=[O:19])[O:10][C:11]1[CH:16]=[CH:15][C:14]([NH2:17])=[C:13]([CH3:18])[CH:12]=1.N1C=CC=CC=1>O>[CH3:7][NH:8][C:9](=[O:19])[O:10][C:11]1[CH:16]=[CH:15][C:14]([NH:17][S:3]([CH2:1][CH3:2])(=[O:5])=[O:4])=[C:13]([CH3:18])[CH:12]=1. Procedure details: Ethanesulfonyl chloride (2.2g., 0.0171 mole) was added dropwise to a stirred solution of 3-methyl-4-aminophenyl N-methylcarbamate (3.0g., 0.0166 mole) in 20 ml. of pyridine. The temperature rose to a maximum of 38° C. and then subsided. Stirring was continued at ambient temperature for one hour, and the reaction mixture poured into excess water to give an insoluble precipitate. Recrystallization from ethanol-water gave the product as a beige powder, m.p. 146.5°-48.5° C. Starting materials: C[Si](C)(C)C(C(=O)N)[Si](C)(C)C (bis(trimethylsilyl)acetamide), ClC1=C(C=CC=C1OC)C=1C(NC(NC1)=O)=O (5-(2-chloro-3-methoxyphenyl)pyrimidine-2,4(1H,3H)-dione), FC1=C(CBr)C=CC=C1C(F)(F)F (2-fluoro-3-trifluoromethylbenzyl bromide). The solvent is C(C)#N (acetonitrile). Reaction conditions: time 16 hour. The product is ClC1=C(C=CC=C1OC)C=1C(NC(N(C1)CC1(CC=CC=C1C(F)(F)F)F)=O)=O (5-(2-chloro-3-methoxyphenyl)-1-[1-fluoro-6-(trifluoromethyl)benzyl]pyrimidine-2,4(1H,3H)-dione). Yield: 88.1%. As a reaction SMILES: [Cl:1][C:2]1[C:7]([O:8][CH3:9])=[CH:6][CH:5]=[CH:4][C:3]=1[C:10]1[C:11](=[O:17])[NH:12][C:13](=[O:16])[NH:14][CH:15]=1.[CH3:18][Si](C([Si](C)(C)C)C(N)=O)(C)C.[F:30][C:31]1[C:38]([C:39]([F:42])([F:41])[F:40])=[CH:37][CH:36]=[CH:35][C:32]=1CBr>C(#N)C>[Cl:1][C:2]1[C:7]([O:8][CH3:9])=[CH:6][CH:5]=[CH:4][C:3]=1[C:10]1[C:11](=[O:17])[NH:12][C:13](=[O:16])[N:14]([CH2:18][C:31]2([F:30])[C:38]([C:39]([F:40])([F:41])[F:42])=[CH:37][CH:36]=[CH:35][CH2:32]2)[CH:15]=1. Procedure: To a suspension of 5-(2-chloro-3-methoxyphenyl)pyrimidine-2,4(1H,3H)-dione 7e (2.2 g, 8.7 mmol) in acetonitrile (25 mL) was added bis(trimethylsilyl)acetamide (4.3 mL, 17.4 mmol), and the resulting solution was refluxed for 1.5 hours. The mixture was cooled to room temperature, 2-fluoro-3-trifluoromethylbenzyl bromide (2.7 g, 10.5 mmol) was added, and reflux was resumed for 16 hours. The reaction was quenched by addition of MeOH (25 mL) and stirring for 2 hours. After concentration, the residue ... Starting materials: N#CC=C1CCCCC1, CCCC[N+](CCCC)(CCCC)CCCC, CCOC(C)=O, [F-], C[N+](=O)[O-], C1CCOC1. The product is N#CCC1(C[N+](=O)[O-])CCCCC1. As a reaction SMILES: [C:1]1(=[CH:7][C:8]#[N:9])[CH2:2][CH2:3][CH2:4][CH2:5][CH2:6]1.[CH2:15]([N+:16]([CH2:17][CH2:18][CH2:19][CH3:20])([CH2:21][CH2:22][CH2:23][CH3:24])[CH2:25][CH2:26][CH2:27][CH3:28])[CH2:29][CH2:30][CH3:31].[CH3:37][CH2:38][O:39][C:40](=[O:41])[CH3:42].[F-:14].[N+:10](=[O:11])([O-:12])[CH3:13].[O:32]1[CH2:33][CH2:34][CH2:35][CH2:36]1>>[C:1]1([CH2:7][C:8]#[N:9])([CH2:13][N+:10](=[O:11])[O-:12])[CH2:2][CH2:3][CH2:4][CH2:5][CH2:6]1. Reactants: Nc1cc(Br)ccc1OC(F)(F)F, CCO, Cl, N#CN, O. The product is N=C(N)Nc1cc(Br)ccc1OC(F)(F)F. Reaction SMILES: [Br:1][c:2]1[cH:3][cH:4][c:5]([O:9][C:10]([F:11])([F:12])[F:13])[c:6]([NH2:8])[cH:7]1.[CH3:18][CH2:19][OH:20].[ClH:17].[NH2:14][C:15]#[N:16].[OH2:21]>>[Br:1][c:2]1[cH:3][cH:4][c:5]([O:9][C:10]([F:11])([F:12])[F:13])[c:6]([NH:8][C:15](=[NH:14])[NH2:16])[cH:7]1. The reactants are CN1CCN(CCOc2ccc(O)c(C(=O)Nc3cc(-c4ccccc4)ccc3C(=O)OC(C)(C)C)c2)CC1, O=C(O)C(F)(F)F. Product: CN1CCN(CCOc2ccc(O)c(C(=O)Nc3cc(-c4ccccc4)ccc3C(=O)O)c2)CC1. As a reaction SMILES: [OH:1][c:2]1[c:3]([C:4](=[O:5])[NH:6][c:7]2[c:8]([C:9](=[O:10])[O:11][C:12]([CH3:13])([CH3:14])[CH3:15])[cH:16][cH:17][c:18](-[c:20]3[cH:21][cH:22][cH:23][cH:24][cH:25]3)[cH:19]2)[cH:26][c:27]([O:30][CH2:31][CH2:32][N:33]2[CH2:34][CH2:35][N:36]([CH3:39])[CH2:37][CH2:38]2)[cH:28][cH:29]1.[OH:40][C:41]([C:42]([F:43])([F:44])[F:45])=[O:46]>>[OH:1][c:2]1[c:3]([C:4](=[O:5])[NH:6][c:7]2[c:8]([C:9](=[O:10])[OH:11])[cH:16][cH:17][c:18](-[c:20]3[cH:21][cH:22][cH:23][cH:24][cH:25]3)[cH:19]2)[cH:26][c:27]([O:30][CH2:31][CH2:32][N:33]2[CH2:34][CH2:35][N:36]([CH3:39])[CH2:37][CH2:38]2)[cH:28][cH:29]1. Reactants: [Cl-], Cl, O=N[O-], CCOC(=O)c1sc(N)nc1CC, [Na+], O. Yields the product CCOC(=O)c1sc(Cl)nc1CC. As a reaction SMILES: [Cl-:19].[ClH:14].[N:15]([O-:16])=[O:17].[NH2:1][c:2]1[s:3][c:4]([C:9](=[O:10])[O:11][CH2:12][CH3:13])[c:5]([CH2:7][CH3:8])[n:6]1.[Na+:18].[OH2:20]>>[c:2]1([Cl:14])[s:3][c:4]([C:9](=[O:10])[O:11][CH2:12][CH3:13])[c:5]([CH2:7][CH3:8])[n:6]1.